Dataset: the Open Reaction Database (ORD), a public repository of structured organic reaction records. Task: describe an organic reaction: reactants, conditions, products, and yield Reactants: C(=C)C1COCC2=C(C=CC=C12)[N+](=O)[O-] (4-ethenyl-8-nitro-3,4-dihydro-1H-isochromene), [NH4+].[Cl-] (NH4Cl). Reagents/catalysts: [Fe] (Fe). Run in CCO.O (EtOH H2O). The product is C(=C)C1COCC2=C(C=CC=C12)N (4-ethenyl-3,4-dihydro-1H-isochromen-8-amine). Reaction SMILES: [CH:1]([CH:3]1[C:12]2[C:7](=[C:8]([N+:13]([O-])=O)[CH:9]=[CH:10][CH:11]=2)[CH2:6][O:5][CH2:4]1)=[CH2:2].[NH4+].[Cl-]>CCO.O.[Fe]>[CH:1]([CH:3]1[C:12]2[C:7](=[C:8]([NH2:13])[CH:9]=[CH:10][CH:11]=2)[CH2:6][O:5][CH2:4]1)=[CH2:2] |f:1.2,3.4|. Procedure: A mixture of 4-ethenyl-8-nitro-3,4-dihydro-1H-isochromene (630 mg, 3.07 mmol), Fe (860 mg, 15.3 mmol) and NH4Cl (1.642 g, 30.7 mmol) in EtOH/H2O (2:1, 40 mL) was stirred at reflux under N2 protection for 2 h. The mixture was filtered, and the filtrate was evaporated to give 4-ethenyl-3,4-dihydro-1H-isochromen-8-amine. 1H-NMR (400 MHz, DMSO) δ 6.88 (t, J=8.0 Hz, 1H), 6.47 (d, J=8.0 Hz, 1H), 6.34 (d, J=8.0 Hz, 1H), 5.74˜5.83 (m, 1H), 5.03˜5.17 (m, 2H), 4.46 (s, 2H), 3.78˜3.82 (m, 1H), 3.61˜3.65 (m... The reactants are O=S(Cl)Cl (SOCl2), C(CCCCCCCCC=C)(=O)O (undec-10-enoic acid), O=S(Cl)Cl (SOCl2). The solvent is C1(=CC=CC=C1)C (toluene). Yields the product C(CCCCCCCCC=C)(=O)Cl (Undec-10-enoyl chloride). Reaction SMILES: O=S(Cl)[Cl:3].[C:5]([OH:17])(=O)[CH2:6][CH2:7][CH2:8][CH2:9][CH2:10][CH2:11][CH2:12][CH2:13][CH:14]=[CH2:15]>C1(C)C=CC=CC=1>[C:5]([Cl:3])(=[O:17])[CH2:6][CH2:7][CH2:8][CH2:9][CH2:10][CH2:11][CH2:12][CH2:13][CH:14]=[CH2:15]. Reported procedure: A mixture of toluene (12 mL) and SOCl2 (7.75 g, 65 mmol) and undec-10-enoic acid (1.00 g, 5.43 mmol) were refluxed for 1.5 h. The solvent and remaining SOCl2 were distilled off and the product (X) was further used in the thioester synthesis. 1H-NMR (CDCl3): δ=5.90-5.74 (m, 1H), 5.06-4.91 (m, 2H), 2.87 (t, J=7.2 Hz, 2H), 2.06 (q, J=13.7 Hz, J=6.7 Hz, 2H), 1.78-1.61 (m, 2H), 1.49-1.23 (m, 8H). The reactants are 2g, CC1=NC(=NC(=C1)C)OCC(=O)OCC (Ethyl 2-(4,6-dimethylpyrimidin-2-yl)oxyacetate), aqueous solution, [OH-].[Na+] (sodium hydroxide). Run in C(C)O (ethanol). Yields the product CC1=NC(=NC(=C1)C)OCC(=O)O (2-(4,6-Dimethylpyrimidin-2-yl)oxyacetic acid). Reaction SMILES: [CH3:1][C:2]1[CH:7]=[C:6]([CH3:8])[N:5]=[C:4]([O:9][CH2:10][C:11]([O:13]CC)=[O:12])[N:3]=1.[OH-].[Na+]>C(O)C>[CH3:8][C:6]1[CH:7]=[C:2]([CH3:1])[N:3]=[C:4]([O:9][CH2:10][C:11]([OH:13])=[O:12])[N:5]=1 |f:1.2|. Procedure details: 2g (9.5mmol) of the ethyl ester prepared in Example 7 were dissolved in 20ml of ethanol. 25ml of an aqueous solution (10% by vol) of sodium hydroxide were then added to the solution. The reaction mixture was refluxed for 4 hours. After the reaction was complete, as confirmed by thin layer chromatography, the ethanol was evaporated off, the aqueous residue cooled, acidified to a pH of 2 and the product extracted into chloroform. Following drying first over anhydrous sodium sulphate and then by ev... Starting materials: Cl (HCl), C(#N)CCCCN1C(=C(C2=CC=CC=C12)C)C=1C=NC=CC1 (1-(4-cyanobutyl)-3-methyl-2-(3-pyridyl)indole), C[Mg]Br (methyl magnesium bromide), CCOCC (ether), CCOCC (ether). The product is O=C(CCCCN1C(=C(C2=CC=CC=C12)C)C=1C=NC=CC1)C (1-(5-oxohexyl)-3-methyl-2-(3-pyridyl)- indole). As a reaction SMILES: C([CH2:3][CH2:4][CH2:5][CH2:6][N:7]1[C:15]2[C:10](=[CH:11][CH:12]=[CH:13][CH:14]=2)[C:9]([CH3:16])=[C:8]1[C:17]1[CH:18]=[N:19][CH:20]=[CH:21][CH:22]=1)#N.C[Mg]Br.Cl.CC[O:29][CH2:30][CH3:31]>>[O:29]=[C:30]([CH3:31])[CH2:3][CH2:4][CH2:5][CH2:6][N:7]1[C:15]2[C:10](=[CH:11][CH:12]=[CH:13][CH:14]=2)[C:9]([CH3:16])=[C:8]1[C:17]1[CH:18]=[N:19][CH:20]=[CH:21][CH:22]=1. Procedure details: 1-(4-cyanobutyl)-3-methyl-2-(3-pyridyl)indole (1.5 g) in 15 ml of ether is added to a solution of 0.0103 mole of methyl magnesium bromide in 15 ml of ether, and this mixture is heated at reflux temperature for 3 hours. After cooling, 10 ml of 6N HCl is added dropwise and this mixture refluxed for several hours. The reaction mixture is washed with ether, and basified to pH 10-11 with 3N NaOH. Ether extraction and evaporation of the solvent yields 1-(5-oxohexyl)-3-methyl-2-(3-pyridyl)- indole; IR ...